From a dataset of the Open Reaction Database (ORD), a public repository of structured organic reaction records. describe an organic reaction: reactants, conditions, products, and yield Starting materials: CCC(CC)(CO)CO, Cc1ccccc1, O=C1CCC(=O)CC1, O, Cc1ccc(S(=O)(=O)O)cc1. Yields the product CCC1(CC)COC2(CCC(=O)CC2)OC1. RXN SMILES: [CH2:9]([CH3:10])[C:11]([CH2:12][OH:13])([CH2:14][OH:15])[CH2:16][CH3:17].[CH3:30][c:31]1[cH:32][cH:33][cH:34][cH:35][cH:36]1.[O:1]=[C:2]1[CH2:3][CH2:4][C:5](=[O:6])[CH2:7][CH2:8]1.[OH2:29].[c:18]1([CH3:19])[cH:20][cH:21][c:22]([S:23]([OH:24])(=[O:25])=[O:26])[cH:27][cH:28]1>>[O:1]1[C:2]2([CH2:3][CH2:4][C:5](=[O:6])[CH2:7][CH2:8]2)[O:13][CH2:12][C:11]([CH2:9][CH3:10])([CH2:16][CH3:17])[CH2:14]1. Starting materials: NC1=CC(=C(C=C1)N1CCC(CC1)N(C(C(CC)CC)=O)C1=CC=CC=C1)F (N-[1-(4-amino-2-fluoro-phenyl)-piperidin-4-yl]-2-ethyl-N-phenyl-butyramide), TEA, C(C)C(C(=O)Cl)CC (2-ethyl-butyryl chloride). Solvent: C(Cl)Cl (DCM). Conditions: time 16 hour. Product: C(C)C(C(=O)N(C1=CC=CC=C1)C1CCN(CC1)C1=C(C=C(C=C1)NC(C(CC)CC)=O)F)CC (2-Ethyl-N-{1-[4-(2-ethyl-butyrylamino)-2-fluoro-phenyl]-piperidin-4-yl}-N-phenyl-butyramide). The yield is 31.1%. As a reaction SMILES: [NH2:1][C:2]1[CH:7]=[CH:6][C:5]([N:8]2[CH2:13][CH2:12][CH:11]([N:14]([C:22]3[CH:27]=[CH:26][CH:25]=[CH:24][CH:23]=3)[C:15](=[O:21])[CH:16]([CH2:19][CH3:20])[CH2:17][CH3:18])[CH2:10][CH2:9]2)=[C:4]([F:28])[CH:3]=1.[CH2:29]([CH:31]([CH2:35][CH3:36])[C:32](Cl)=[O:33])[CH3:30]>C(Cl)Cl>[CH2:17]([CH:16]([CH2:19][CH3:20])[C:15]([N:14]([CH:11]1[CH2:12][CH2:13][N:8]([C:5]2[CH:6]=[CH:7][C:2]([NH:1][C:32](=[O:33])[CH:31]([CH2:35][CH3:36])[CH2:29][CH3:30])=[CH:3][C:4]=2[F:28])[CH2:9][CH2:10]1)[C:22]1[CH:23]=[CH:24][CH:25]=[CH:26][CH:27]=1)=[O:21])[CH3:18]. Procedure: To a mixture of N-[1-(4-amino-2-fluoro-phenyl)-piperidin-4-yl]-2-ethyl-N-phenyl-butyramide (0.30 mmol) and TEA (2.0 mmol) in DCM (10 mL) was added 2-ethyl-butyryl chloride (1.0 mmol). After 16 h, the mixture was washed with H2O (10 mL). The organic layer was concentrated and the residue was purified by PTLC to provide the title compound (45 mg, 31%). MS (ESI): mass calcd. for C29H40FN3O2, 481.31. m/z found, 482.4 [M+H]+. 1H NMR (CDCl3): 7.50-7.35 (m, 5H), 7.15-7.03 (m, 2H), 6.86 (t, J=8.8, 1H), ... As a reaction SMILES: [NH2:1][C:2]1[CH:11]=[CH:10][CH:9]=[C:8]2[C:3]=1[CH:4]=[C:5]([C:12]([O:14][CH3:15])=[O:13])[N:6]=[CH:7]2.[F:16][C:17]([F:29])([F:28])[C:18]1[CH:27]=[CH:26][C:21]([CH2:22][N:23]=[C:24]=[O:25])=[CH:20][CH:19]=1>>[CH3:15][O:14][C:12]([C:5]1[N:6]=[CH:7][C:8]2[C:3]([CH:4]=1)=[C:2]([NH:1][C:24]([NH:23][CH2:22][C:21]1[CH:20]=[CH:19][C:18]([C:17]([F:16])([F:29])[F:28])=[CH:27][CH:26]=1)=[O:25])[CH:11]=[CH:10][CH:9]=2)=[O:13]. Yields the product COC(=O)C=1N=CC2=CC=CC(=C2C1)NC(=O)NCC1=CC=C(C=C1)C(F)(F)F (N-[3-(Methoxycarbonyl)isoquinolin-5-yl]-N′-[4-(trifluoromethyl)benzyl]urea). The reactants are NC1=C2C=C(N=CC2=CC=C1)C(=O)OC (methyl 5-aminoisoquinoline-3-carboxylate), FC(C1=CC=C(CN=C=O)C=C1)(F)F ([4-(trifluoromethyl)benzyl]isocyanate). Reported procedure: Prepared from methyl 5-aminoisoquinoline-3-carboxylate (Description 107) and [4-(trifluoromethyl)benzyl]isocyanate (Description 58) according to Description 61. m/z (ES+) 404 (M+H)+. Reactants: BrC1=CC=C2C=NC(=NC2=C1)I (7-bromo-2-iodoquinazoline), C1(=CC=CC=C1)P(C1=CC=CC=C1)C1=CC=CC=C1 (triphenylphosphine), TEA, C(=O)O (formic acid). Reagents/catalysts: CC(=O)[O-].CC(=O)[O-].[Pd+2] (Pd(OAc)2). Run in CN(C)C=O (DMF). Run at temperature 70 celsius, time 8 hour. The product is BrC1=CC=C2C=NC=NC2=C1 (7-bromoquinazoline). The yield is 51.1%. As a reaction SMILES: [Br:1][C:2]1[CH:11]=[C:10]2[C:5]([CH:6]=[N:7][C:8](I)=[N:9]2)=[CH:4][CH:3]=1.C1(P(C2C=CC=CC=2)C2C=CC=CC=2)C=CC=CC=1.C(O)=O>CN(C=O)C.CC([O-])=O.CC([O-])=O.[Pd+2]>[Br:1][C:2]1[CH:11]=[C:10]2[C:5]([CH:6]=[N:7][CH:8]=[N:9]2)=[CH:4][CH:3]=1 |f:4.5.6|. Procedure: To a mixture of 7-bromo-2-iodoquinazoline (69 mg, 206 μmol), triphenylphosphine (5.4 mg, 21 μmol), and Pd(OAc)2 (3.2 mg, 14 μmol) in DMF (4.0 mL) was added TEA (72 μL, 515 μmol) and formic acid (9.5 μL, 247 μmol). The reaction mixture was stirred at 70° C. overnight. After cooling, the reaction mixture was concentrated, and the crude residue was dissolved in DCM and mixed with SiO2. The solvent was evaporated, and the residue was purified with flash column chromatography (pure DCM→3% MeOH in DCM... Reactants: resultant mixture, BrC(=C(C1=CC=CC=C1)C1=CC=CC=C1)C(C)C (2-bromo-1,1-diphenyl-3-methylbutene), C1CCOC1 (THF), ClP(C1CCCCC1)C1CCCCC1 (chlorodicyclohexylphosphine), C(CCC)[Li] (butyllithium). The solvent is O (Water). Reaction conditions: temperature -70 celsius, time 3 hour. Yields the product C1(=CC=CC=C1)C(=C(C(C)C)P(C1CCCCC1)C1CCCCC1)C1=CC=CC=C1 (1,1-Diphenyl-2-(dicyclohexylphosphino)-3-methylbutene). The yield is 43.0%. Reaction SMILES: Br[C:2]([CH:16]([CH3:18])[CH3:17])=[C:3]([C:10]1[CH:15]=[CH:14][CH:13]=[CH:12][CH:11]=1)[C:4]1[CH:9]=[CH:8][CH:7]=[CH:6][CH:5]=1.C1COCC1.C([Li])CCC.Cl[P:30]([CH:37]1[CH2:42][CH2:41][CH2:40][CH2:39][CH2:38]1)[CH:31]1[CH2:36][CH2:35][CH2:34][CH2:33][CH2:32]1>O>[C:4]1([C:3]([C:10]2[CH:15]=[CH:14][CH:13]=[CH:12][CH:11]=2)=[C:2]([P:30]([CH:37]2[CH2:38][CH2:39][CH2:40][CH2:41][CH2:42]2)[CH:31]2[CH2:36][CH2:35][CH2:34][CH2:33][CH2:32]2)[CH:16]([CH3:18])[CH3:17])[CH:9]=[CH:8][CH:7]=[CH:6][CH:5]=1. Procedure: Into a reactor were introduced 1.20 g (4.00 mmol) of the 2-bromo-1,1-diphenyl-3-methylbutene and 12 mL of THF under a nitrogen atmosphere. The contents were cooled to −70° C., and 2.8 mL (4.4 mmol; 1.6 M hexane solution) of butyllithium was gradually added dropwise thereto. The resultant mixture was stirred at that temperature for 30 minutes. Thereafter, 1.1 mL (4.8 mmol) of chlorodicyclohexylphosphine was added thereto, and this mixture was stirred at that temperature for 3 hours and then heate... The reactants are OC1=CC2=CC=C(C=C2C=C1)C(=O)O (2-hydroxynaphthalene-6-carboxylic acid), C(C)(=O)OC(C)=O (acetic anhydride), O (water). Solvent: C(C)(=O)O (acetic acid). Yields the product C(C)(=O)OC1=CC2=CC=C(C=C2C=C1)C(=O)O (2-acetoxynaphthalene-6-carboxylic acid). Yield: 97.0%. Reaction SMILES: [OH:1][C:2]1[CH:11]=[CH:10][C:9]2[C:4](=[CH:5][CH:6]=[C:7]([C:12]([OH:14])=[O:13])[CH:8]=2)[CH:3]=1.[C:15](OC(=O)C)(=[O:17])[CH3:16].O>C(O)(=O)C>[C:15]([O:1][C:2]1[CH:11]=[CH:10][C:9]2[C:4](=[CH:5][CH:6]=[C:7]([C:12]([OH:14])=[O:13])[CH:8]=2)[CH:3]=1)(=[O:17])[CH3:16]. Procedure: 18.8 g of 2-hydroxynaphthalene-6-carboxylic acid was reacted with 94 g of acetic anhydride in 94 g of acetic acid at 80° C. for 4 hours. The reaction liquid was poured to 500 g of water and the precipitate was filtrated and washed thoroughly with methanol and water and then dried to give 22.3 g of 2-acetoxynaphthalene-6-carboxylic acid.